From a dataset of the Open Reaction Database (ORD), a public repository of structured organic reaction records. describe an organic reaction: reactants, conditions, products, and yield Reactants: O=C([O-])[O-], COc1ccc(CCl)cc1, CN(C)C=O, [K+], [K+], CCOC(=O)Cc1nnn[nH]1. Product: CCOC(=O)Cc1nnn(Cc2ccc(OC)cc2)n1. Reaction SMILES: [C:12](=[O:13])([O-:14])[O-:15].[CH3:18][O:19][c:20]1[cH:21][cH:22][c:23]([CH2:24][Cl:25])[cH:26][cH:27]1.[CH3:28][N:29]([CH3:30])[CH:31]=[O:32].[K+:16].[K+:17].[nH:1]1[n:2][n:3][n:4][c:5]1[CH2:6][C:7](=[O:8])[O:9][CH2:10][CH3:11]>>[n:1]1[n:2][n:3]([CH2:24][c:23]2[cH:22][cH:21][c:20]([O:19][CH3:18])[cH:27][cH:26]2)[n:4][c:5]1[CH2:6][C:7](=[O:8])[O:9][CH2:10][CH3:11]. The reactants are CC(C)C1=C(C(=NC(=N1)N(C)S(=O)(=O)C)C=2C=CC(=CC2)F)/C=C/[C@H](C[C@H](CC(=O)O)O)O.C(CCC)[NH-] (rosuvastatin n-butylamide), O (water), C(CCC)N (n-butylamine). Solvent: CC(C)O (2-propanol). Conditions: temperature 120 celsius, time 24 hour. Product: CC(C)C1=C(C(=NC(=N1)N(C)S(=O)(=O)C)C=2C=CC(=CC2)F)/C=C/[C@H](C[C@H](CC(=O)O)O)O (rosuvastatin). Isolated yield 102.4%. Reaction SMILES: [CH3:1][CH:2]([C:4]1[N:9]=[C:8]([N:10]([S:12]([CH3:15])(=[O:14])=[O:13])[CH3:11])[N:7]=[C:6]([C:16]2[CH:17]=[CH:18][C:19]([F:22])=[CH:20][CH:21]=2)[C:5]=1/[CH:23]=[CH:24]/[C@@H:25]([OH:33])[CH2:26][C@@H:27]([OH:32])[CH2:28][C:29]([OH:31])=[O:30])[CH3:3].C([NH-])CCC.O.C(N)CCC>CC(O)C>[CH3:3][CH:2]([C:4]1[N:9]=[C:8]([N:10]([S:12]([CH3:15])(=[O:13])=[O:14])[CH3:11])[N:7]=[C:6]([C:16]2[CH:21]=[CH:20][C:19]([F:22])=[CH:18][CH:17]=2)[C:5]=1/[CH:23]=[CH:24]/[C@@H:25]([OH:33])[CH2:26][C@@H:27]([OH:32])[CH2:28][C:29]([OH:31])=[O:30])[CH3:1] |f:0.1|. Procedure: An autoclave having 800 cm3 is charged with 16.1 g (0.03 mol) rosuvastatin n-butylamide, 644 cm3 of water and 43.9 g (63.3 cm3; 0.60 mol) of n-butylamine. The reaction mixture is stirred at 120° C. for 24 hours, allowed to cool, diluted with 2-propanol at room temperature and evaporated in vacuo. The residue is boiled in ethylacetate, and while stirring, allowed to cool to room temperature. The crystals are filtered. Thus 14.8 g (89%) of rosuvastatin NBA salt are obtained. The crude salt is stir... Reaction conditions: time 8 hour. As a reaction SMILES: Br[C:2]([CH3:6])([CH3:5])[CH:3]=[O:4].[O:7]1[CH2:10][CH:9]([N:11]2[CH2:16][CH2:15][NH:14][CH2:13][CH2:12]2)[CH2:8]1.CCN(C(C)C)C(C)C>C(Cl)Cl>[CH3:5][C:2]([N:14]1[CH2:15][CH2:16][N:11]([CH:9]2[CH2:10][O:7][CH2:8]2)[CH2:12][CH2:13]1)([CH3:6])[CH:3]=[O:4]. Solvent: C(Cl)Cl (DCM), C(Cl)Cl (DCM). The reactants are O1CC(C1)N1CCNCC1 (1-(oxetan-3-yl)piperazine), BrC(C=O)(C)C (2-bromo-2-methyl-propanal), CCN(C(C)C)C(C)C (Hunig's base). The product is CC(C=O)(C)N1CCN(CC1)C1COC1 (2-methyl-2-[4-(oxetan-3-yl)piperazin-1-yl]propanal). Procedure: A solution of 2-bromo-2-methyl-propanal (696.6 mg, 4.61 mmol) in DCM (10 mL) was cooled with an ice bath and 1-(oxetan-3-yl)piperazine (328 mg, 2.31 mmol), diluted with 5-10 mL of DCM, was slowly added via addition funnel over a 15 min period. Next, Hunig's base (0.4 mL, 2.31 mmol) was added and then the cooling bath was removed. The reaction mixture was stirred at room temperature overnight and the DCM layer was washed three times with 0.5N HCl. The combined aqueous layer was neutralized with N... Reactants: O.[OH-].[Li+] (Lithium hydroxide monohydrate), C1(CCC1)C=1SC=C(N1)C(=O)OCC (Ethyl 2-cyclobutylthiazole-4-carboxylate), Cl (HCl). Solvent: C1CCOC1 (THF), O (water). Conditions: time 8 hour. The product is C1(CCC1)C=1SC=C(N1)C(=O)O (2-Cyclobutylthiazole-4-carboxylic acid). RXN SMILES: O.[OH-].[Li+].[CH:4]1([C:8]2[S:9][CH:10]=[C:11]([C:13]([O:15]CC)=[O:14])[N:12]=2)[CH2:7][CH2:6][CH2:5]1.Cl>C1COCC1.O>[CH:4]1([C:8]2[S:9][CH:10]=[C:11]([C:13]([OH:15])=[O:14])[N:12]=2)[CH2:5][CH2:6][CH2:7]1 |f:0.1.2|. Reported procedure: Lithium hydroxide monohydrate (0.38 g) was added to a solution of ethyl 2-cyclobutylthiazole-4-carboxylate (example 58, step b) (0.48 g) in a mixture of THF (8 mL) and water (2 mL). The resulting suspension was stirred overnight at RT. The reaction was acidified with aqueous HCl solution (2M, 5 mL) and evaporated to dryness. The residue was partitioned between brine (5 mL) and ethyl acetate (20 mL). The layers were separated and the aqueous phase extracted with ethyl acetate (2×20 mL). The combi...